From a dataset of the Open Reaction Database (ORD), a public repository of structured organic reaction records. describe an organic reaction: reactants, conditions, products, and yield Starting materials: BrCCCBr, O=C([O-])[O-], CC#N, CCOC(C)=O, [K+], [K+], O=C(Cc1ccccc1O)OCc1ccccc1. Yields the product O=C(Cc1ccccc1OCCCBr)OCc1ccccc1. RXN SMILES: [Br:7][CH2:8][CH2:9][CH2:10][Br:11].[C:1](=[O:2])([O-:3])[O-:4].[CH3:30][C:31]#[N:32].[CH3:33][CH2:34][O:35][C:36](=[O:37])[CH3:38].[K+:5].[K+:6].[OH:12][c:13]1[c:14]([CH2:19][C:20](=[O:21])[O:22][CH2:23][c:24]2[cH:25][cH:26][cH:27][cH:28][cH:29]2)[cH:15][cH:16][cH:17][cH:18]1>>[Br:7][CH2:8][CH2:9][CH2:10][O:12][c:13]1[c:14]([CH2:19][C:20](=[O:21])[O:22][CH2:23][c:24]2[cH:25][cH:26][cH:27][cH:28][cH:29]2)[cH:15][cH:16][cH:17][cH:18]1. The reactants are CC#N, O=C=NS(=O)(=O)c1ccccc1Cl, Cc1nc(C)nc(N)n1. The product is Cc1nc(C)nc(NC(=O)NS(=O)(=O)c2ccccc2Cl)n1. Reaction SMILES: [CH3:23][C:24]#[N:25].[Cl:10][c:11]1[c:12]([S:17](=[O:18])(=[O:19])[N:20]=[C:21]=[O:22])[cH:13][cH:14][cH:15][cH:16]1.[NH2:1][c:2]1[n:3][c:4]([CH3:9])[n:5][c:6]([CH3:8])[n:7]1>>[NH:1]([c:2]1[n:3][c:4]([CH3:9])[n:5][c:6]([CH3:8])[n:7]1)[C:21]([NH:20][S:17]([c:12]1[c:11]([Cl:10])[cH:16][cH:15][cH:14][cH:13]1)(=[O:18])=[O:19])=[O:22]. Yield: 55.7%. As a reaction SMILES: [F:1][C:2]1([F:13])[C:8]([CH3:10])([CH3:9])[O:7][CH2:6][C:5](=[O:11])[NH:4][CH:3]1[CH3:12].[F:14][C:15]1[CH:21]=[CH:20][C:18]([NH2:19])=[CH:17][CH:16]=1>>[F:13][C:2]1([F:1])[C:8]([CH3:9])([CH3:10])[O:7][CH2:6][C:5](=[O:11])[NH:4][C@@:3]1([C:16]1[CH:17]=[C:18]([NH:19][C:18]2[CH:20]=[CH:21][C:15]([F:14])=[CH:16][CH:17]=2)[CH:20]=[CH:21][C:15]=1[F:14])[CH3:12]. The product is FC1([C@@](NC(COC1(C)C)=O)(C)C1=C(C=CC(=C1)NC1=CC=C(C=C1)F)F)F ((R)-6,6-difluoro-5-(2-fluoro-5-(4-fluorophenylamino)phenyl)-5,7,7-trimethyl-1,4-oxazepan-3-one). Procedure: Prepared in an analogous manner as described for intermediate A9A or A13A from (R)-545-bromo-2-fluorophenyl)-6,6-difluoro-5,7,7-trimethyl-1,4-oxazepan-3-one (intermediate A16B) (300 mg, 819 μmol) and commercially available 4-fluoroaniline [CAS no 371-40-4] 4-fluoroaniline (157 μL, 1.64 mmol). The (R)-6,6-difluoro-5-(2-fluoro-5-(4-fluorophenylamino)phenyl)-5,7,7-trimethyl-1,4-oxazepan-3-one (181 mg, 55.7%) was obtained as a light yellow foam. MS (ISP): m/z=397.0 [(M+H)+]. The reactants are FC1(C(NC(COC1(C)C)=O)C)F (6,6-difluoro-5,7,7-trimethyl-1,4-oxazepan-3-one), FC1=CC=C(N)C=C1 (4-fluoroaniline), FC1=CC=C(N)C=C1 (4-fluoroaniline). Reactants: C1(=CC=CC2=CC=CC=C12)OCC(=O)O (naphthoxy-acetic acid), S(=O)(Cl)Cl (thionyl chloride). The product is C1(=CC=CC2=CC=CC=C12)OCC(=O)Cl (Naphthoxy acetic acid chloride). Reaction SMILES: [C:1]1([O:11][CH2:12][C:13]([OH:15])=O)[C:10]2[C:5](=[CH:6][CH:7]=[CH:8][CH:9]=2)[CH:4]=[CH:3][CH:2]=1.S(Cl)([Cl:18])=O>>[C:1]1([O:11][CH2:12][C:13]([Cl:18])=[O:15])[C:10]2[C:5](=[CH:6][CH:7]=[CH:8][CH:9]=2)[CH:4]=[CH:3][CH:2]=1. Reported procedure: 10 g of naphthoxy-acetic acid and 60 ml of thionyl chloride were refluxed for 2 hours and after evaporating to dryness under reduced pressure, several distillations with benzene were carried out to obtain 11.16 g of the expected product which was used as is for Step B. Starting materials: OC=1C=CC=C2C=CC=NC12 (8-hydroxyquinoline), C([O-])([O-])=O.C(C)[N+](CC)(CC)CC.C(C)[N+](CC)(CC)CC (bis(tetraethylammonium) carbonate), COC1=CC=C(CN2N=CC(=C2)C=2C=C3N(N2)C=CN3)C=C1 (6-[1-(4-Methoxybenzyl)-1H-pyrazol-4-yl]-1H-imidazo[1,2-b]pyrazole), BrC=1C=C(C=CC1C)NC(C1=CC(=CC=C1)C(F)(F)F)=O (N-(3-Bromo-4-methylphenyl)-3-(trifluoromethyl)benzamide). Reagents/catalysts: [Cu]I (copper(I) iodide). Run in O (water), O (water), CN(C)C=O (DMF). Run at temperature 160 celsius. The product is COC1=CC=C(CN2N=CC(=C2)C=2C=C3N(N2)C=CN3C=3C=C(C=CC3C)NC(C3=CC(=CC=C3)C(F)(F)F)=O)C=C1 (N-(3-{6-[1-(4-Methoxybenzyl)-1H-pyrazol-4-yl]-1H-imidazo[1,2-b]pyrazol-1-yl}-4-methylphenyl)-3-(trifluoromethyl)benzamide). Reaction SMILES: [CH3:1][O:2][C:3]1[CH:22]=[CH:21][C:6]([CH2:7][N:8]2[CH:12]=[C:11]([C:13]3[CH:14]=[C:15]4[NH:20][CH:19]=[CH:18][N:16]4[N:17]=3)[CH:10]=[N:9]2)=[CH:5][CH:4]=1.Br[C:24]1[CH:25]=[C:26]([NH:31][C:32](=[O:43])[C:33]2[CH:38]=[CH:37][CH:36]=[C:35]([C:39]([F:42])([F:41])[F:40])[CH:34]=2)[CH:27]=[CH:28][C:29]=1[CH3:30].C(=O)([O-])[O-].C([N+](CC)(CC)CC)C.C([N+](CC)(CC)CC)C.OC1C=CC=C2C=1N=CC=C2>CN(C=O)C.O.[Cu]I>[CH3:1][O:2][C:3]1[CH:4]=[CH:5][C:6]([CH2:7][N:8]2[CH:12]=[C:11]([C:13]3[CH:14]=[C:15]4[N:20]([C:24]5[CH:25]=[C:26]([NH:31][C:32](=[O:43])[C:33]6[CH:38]=[CH:37][CH:36]=[C:35]([C:39]([F:41])([F:40])[F:42])[CH:34]=6)[CH:27]=[CH:28][C:29]=5[CH3:30])[CH:19]=[CH:18][N:16]4[N:17]=3)[CH:10]=[N:9]2)=[CH:21][CH:22]=1 |f:2.3.4|. Reported procedure: 55 mg (0.19 mmol) of the compound of Example 5A and 74 mg (0.21 mmol) of the compound of Example 45A were dissolved in 1.24 ml of DMF and 0.12 ml of water, and 126 mg (0.39 mmol) of bis(tetraethylammonium) carbonate were added carefully. The mixture was degassed with argon, and 14.3 mg (0.08 mmol) of copper(I) iodide and 10.9 mg (0.08 mmol) of 8-hydroxyquinoline were then added. The reaction was then heated in a microwave oven (Biotage Initiator, with Dynamic Field Tuning) at 160° C. for 1 h. Af... Starting materials: BrC1=CC(=C(C(=C1)C)C=1C(CCC1OC)=O)C (2-(4-bromo-2,6-dimethylphenyl)-3-methoxycyclopent-2-enone), C(#CC)[Mg]Br (propynylmagnesium bromide). Reagents/catalysts: [Br-].[Zn+2].[Br-] (zinc bromide), C1=CC=C(C=C1)P([C-]2C=CC=C2)C3=CC=CC=C3.C1=CC=C(C=C1)P([C-]2C=CC=C2)C3=CC=CC=C3.Cl[Pd]Cl.[Fe+2] ([1,1′-bis(diphenylphosphino)ferrocene]dichloropalladium(II)). The solvent is O1CCCC1 (tetrahydrofuran), O1CCCC1 (tetrahydrofuran). Run at time 10 minute. The product is CC1=C(C(=CC(=C1)C#CC)C)C=1C(CCC1OC)=O (2-(2,6-dimethyl-4-prop-1-ynylphenyl)-3-methoxycyclopent-2-enone). As a reaction SMILES: [C:1]([Mg]Br)#[C:2][CH3:3].Br[C:7]1[CH:12]=[C:11]([CH3:13])[C:10]([C:14]2[C:15](=[O:21])[CH2:16][CH2:17][C:18]=2[O:19][CH3:20])=[C:9]([CH3:22])[CH:8]=1>O1CCCC1.[Br-].[Zn+2].[Br-].C1C=CC(P(C2C=CC=CC=2)[C-]2C=CC=C2)=CC=1.C1C=CC(P(C2C=CC=CC=2)[C-]2C=CC=C2)=CC=1.Cl[Pd]Cl.[Fe+2]>[CH3:3][C:2]1[CH:1]=[C:7]([C:12]#[C:11][CH3:13])[CH:8]=[C:9]([CH3:22])[C:10]=1[C:14]1[C:15](=[O:21])[CH2:16][CH2:17][C:18]=1[O:19][CH3:20] |f:3.4.5,6.7.8.9|. Procedure: To a solution of anhydrous zinc bromide (1.41 g, 6.3 mmol) in anhydrous tetrahydrofuran (8.0 ml) under nitrogen at 0°C., is added propynylmagnesium bromide (15.7 ml, 6.3 mmol, 0.4 M solution in tetrahydrofuran) dropwise. The reaction mixture is then allowed to warm to room temperature and stir for 10 minutes, then cooled again to 0°C. To this mixture is then added [1,1′-bis(diphenylphosphino)ferrocene]dichloropalladium(II) (0.102 g, 0.13 mmol), followed by a solution of 2-(4-bromo-2,6-dimethylph... The reactants are CP(OC)(=O)COC1=C(C=CC(=C1)OC1=C(C=C(C=C1)C(F)(F)F)Cl)[N+](=O)[O-] (methyl P-methyl-2-nitro-5-(2-chloro-4-trifluoromethylphenoxy)-phenoxymethylphosphinate), S(=O)(Cl)Cl (thionyl chloride). The product is CP(=O)(COC1=C(C=CC(=C1)OC1=C(C=C(C=C1)C(F)(F)F)Cl)[N+](=O)[O-])Cl (P-methyl-2-nitro-5-(2-chloro-4-trifluoromethylphenoxy)phenoxymethylphosphinic chloride). RXN SMILES: [CH3:1][P:2]([CH2:6][O:7][C:8]1[CH:13]=[C:12]([O:14][C:15]2[CH:20]=[CH:19][C:18]([C:21]([F:24])([F:23])[F:22])=[CH:17][C:16]=2[Cl:25])[CH:11]=[CH:10][C:9]=1[N+:26]([O-:28])=[O:27])(=O)[O:3]C.S(Cl)([Cl:31])=O>>[CH3:1][P:2]([Cl:31])([CH2:6][O:7][C:8]1[CH:13]=[C:12]([O:14][C:15]2[CH:20]=[CH:19][C:18]([C:21]([F:24])([F:23])[F:22])=[CH:17][C:16]=2[Cl:25])[CH:11]=[CH:10][C:9]=1[N+:26]([O-:28])=[O:27])=[O:3]. Procedure: Following the procedure of Example 4, methyl P-methyl-2-nitro-5-(2-chloro-4-trifluoromethylphenoxy)-phenoxymethylphosphinate is reacted with thionyl chloride to give P-methyl-2-nitro-5-(2-chloro-4-trifluoromethylphenoxy)phenoxymethylphosphinic chloride.